Task: describe an organic reaction: reactants, conditions, products, and yield. Dataset: the Open Reaction Database (ORD), a public repository of structured organic reaction records Starting materials: OC1=CC=C2C(C(N(C2=C1)C)=O)(C)C (6-hydroxy-1,3,3-trimethyl-1,3-dihydro-indol-2-one), COC(CCCCCC1=CC(=CC=C1)CBr)=O (6-(3-Bromomethyl-phenyl)-hexanoic acid methyl ester), C([O-])([O-])=O.[K+].[K+] (potassium carbonate). The solvent is CN(C)C=O (DMF), CCOC(=O)C (EtOAc). Conditions: temperature 60 celsius, time 2 hour. The product is COC(CCCCCC1=CC(=CC=C1)C(C)OC1=CC=C2C(C(NC2=C1)=O)(C)C)=O (6-[3-(1,3,3-Trimethyl-2-oxo-2,3-dihydro-1H-indol-6-yloxymethyl)-phenyl]-hexanoic Acid Methyl Ester). Yield: 41.5%. RXN SMILES: [OH:1][C:2]1[CH:10]=[C:9]2[C:5]([C:6]([CH3:14])([CH3:13])[C:7](=[O:12])[N:8]2C)=[CH:4][CH:3]=1.[CH3:15][O:16][C:17](=[O:31])[CH2:18][CH2:19][CH2:20][CH2:21][CH2:22][C:23]1[CH:28]=[CH:27][CH:26]=[C:25]([CH2:29]Br)[CH:24]=1.[C:32](=O)([O-])[O-].[K+].[K+]>CN(C=O)C.CCOC(C)=O>[CH3:15][O:16][C:17](=[O:31])[CH2:18][CH2:19][CH2:20][CH2:21][CH2:22][C:23]1[CH:28]=[CH:27][CH:26]=[C:25]([CH:29]([O:1][C:2]2[CH:10]=[C:9]3[C:5]([C:6]([CH3:13])([CH3:14])[C:7](=[O:12])[NH:8]3)=[CH:4][CH:3]=2)[CH3:32])[CH:24]=1 |f:2.3.4|. Procedure: To a solution of 6-hydroxy-1,3,3-trimethyl-1,3-dihydro-indol-2-one (396 mg, 2.07 mmol) in DMF (7.6 mL) is added 6-(3-Bromomethyl-phenyl)-hexanoic acid methyl ester (682 mg, 2.28 mmol) and potassium carbonate (315 mg, 2.28 mmol). The resulting mixture is heated to 60° C., stirred for 2 hrs. then cooled to room temp and diluted with EtOAc. The organic layer is washed with water, brine, dried over MgSO4 and concentrated. The residue is purified by flash chromatography (eluting with 30% ethyl acetat... The reactants are N([C@@H](CC1=CC=CC=C1)C(=O)N[C@@H](CC1=CNC=N1)C(=O)O)C(=O)OCC1=CC=CC=C1 (Z-Phe-His-OH), C1CCC(CC1)N=C=NC2CCCCC2 (DCCI), N[C@@H](CC(C)C)C(=O)N[C@@H](C(C)C)C(=O)O.OCCNCC[NH-] (H-Leu-Val 2-(2-hydroxyethylamino)-ethyl amide), C=1C=CC2=C(C1)N=NN2O (HOBt). The product is N([C@@H](CC1=CC=CC=C1)C(=O)N[C@@H](CC1=CNC=N1)C(=O)N[C@@H](CC(C)C)C(=O)N[C@@H](C(C)C)C(=O)O)C(=O)OCC1=CC=CC=C1.OCCNCC[NH-] (Z-Phe-His-Leu-Val 2-(2-hydroxyethylamino)-ethyl amide). Reaction SMILES: [NH:1]([C:23]([O:25][CH2:26][C:27]1[CH:32]=[CH:31][CH:30]=[CH:29][CH:28]=1)=[O:24])[C@H:2]([C:10]([NH:12][C@H:13]([C:20](O)=[O:21])[CH2:14][C:15]1[N:19]=[CH:18][NH:17][CH:16]=1)=[O:11])[CH2:3][C:4]1[CH:9]=[CH:8][CH:7]=[CH:6][CH:5]=1.[NH2:33][C@H:34]([C:39]([NH:41][C@H:42]([C:46]([OH:48])=[O:47])[CH:43]([CH3:45])[CH3:44])=[O:40])[CH2:35][CH:36]([CH3:38])[CH3:37].[OH:49][CH2:50][CH2:51][NH:52][CH2:53][CH2:54][NH-:55].C1C=CC2N(O)N=NC=2C=1.C1CCC(N=C=NC2CCCCC2)CC1>>[NH:1]([C:23]([O:25][CH2:26][C:27]1[CH:32]=[CH:31][CH:30]=[CH:29][CH:28]=1)=[O:24])[C@H:2]([C:10]([NH:12][C@H:13]([C:20]([NH:33][C@H:34]([C:39]([NH:41][C@H:42]([C:46]([OH:48])=[O:47])[CH:43]([CH3:44])[CH3:45])=[O:40])[CH2:35][CH:36]([CH3:37])[CH3:38])=[O:21])[CH2:14][C:15]1[N:19]=[CH:18][NH:17][CH:16]=1)=[O:11])[CH2:3][C:4]1[CH:9]=[CH:8][CH:7]=[CH:6][CH:5]=1.[OH:49][CH2:50][CH2:51][NH:52][CH2:53][CH2:54][NH-:55] |f:1.2,5.6|. Procedure: In a manner analogous to that described in Example 1, using as starting materials 118 mg of Z-Phe-His-OH, 78 mg of H-Leu-Val-2-(2-hydroxyethylamino)-ethyl amide, 42 mg of HOBt and 66 mg of DCCI, the title compound is obtained after flash chromatography (65 g of silica gel 60, 40-63 μm, eluant system B11). Rf (B11)=0.32.